From a dataset of the Open Reaction Database (ORD), a public repository of structured organic reaction records. describe an organic reaction: reactants, conditions, products, and yield The reactants are ClC=1C(NC2=CC=C(C=C2N1)C(=O)OC)=O (methyl 3-chloro-2-oxo-1,2-dihydroquinoxaline-6-carboxylate), C(C)C1NCCCC1 (2-ethylpiperidine), CCN(C(C)C)C(C)C (DIEA). The solvent is CS(=O)C (DMSO). Reaction conditions: temperature 80 celsius, time 8 hour. The product is C(C)C1N(CCCC1)C=1C(NC2=CC=C(C=C2N1)C(=O)OC)=O (methyl 3-(2-ethylpiperidin-1-yl)-2-oxo-1,2-dihydroquinoxaline-6-carboxylate). The yield is 22.7%. As a reaction SMILES: Cl[C:2]1[C:3](=[O:16])[NH:4][C:5]2[C:10]([N:11]=1)=[CH:9][C:8]([C:12]([O:14][CH3:15])=[O:13])=[CH:7][CH:6]=2.[CH2:17]([CH:19]1[CH2:24][CH2:23][CH2:22][CH2:21][NH:20]1)[CH3:18].CCN(C(C)C)C(C)C>CS(C)=O>[CH2:17]([CH:19]1[CH2:24][CH2:23][CH2:22][CH2:21][N:20]1[C:2]1[C:3](=[O:16])[NH:4][C:5]2[C:10]([N:11]=1)=[CH:9][C:8]([C:12]([O:14][CH3:15])=[O:13])=[CH:7][CH:6]=2)[CH3:18]. Procedure: To a solution of methyl 3-chloro-2-oxo-1,2-dihydroquinoxaline-6-carboxylate (500 mg, crude) in DMSO (5 mL) was added 2-ethylpiperidine (475 mg, 4.20 mmol) and DIEA (542 mg, 4.19 mmol). The resulting solution was stirred overnight at 80° C. in an oil bath and then quenched by the addition of water (50 mL), extracted with dichloromethane (5×20 mL). The organic layers were combined, dried over magnesium sulfate, and concentrated in vacuo to give a residue, which was purified via silica gel column c... The reactants are BrC1=CC(=C(C=2CCN(CC12)C)N)[N+](=O)[O-] (8-Bromo-1,2,3,4-tetrahydro-2-methyl-6-nitro-5-isoquinolinamine). The reagents and catalysts are [Pd] (Pd on carbon). Solvent: CO (MeOH). Reaction conditions: time 24 hour. Product: CN1CC2=CC=C(C(=C2CC1)N)N (1,2,3,4-Tetrahydro-2-methyl-5,6-isoquinolinediamine). Isolated yield 48.5%. Reaction SMILES: Br[C:2]1[C:11]2[CH2:10][N:9]([CH3:12])[CH2:8][CH2:7][C:6]=2[C:5]([NH2:13])=[C:4]([N+:14]([O-])=O)[CH:3]=1>CO.[Pd]>[CH3:12][N:9]1[CH2:8][CH2:7][C:6]2[C:11](=[CH:2][CH:3]=[C:4]([NH2:14])[C:5]=2[NH2:13])[CH2:10]1. Procedure: A solution of the product from Example 10 (1.50 g, 5.24 mmol) and 20% Pd on carbon (0.30 g) in 100 mL of MeOH was hydrogenated at room temperature and pressure for 24 hours. The reaction mixture was filtered and the filtrate concentrated. The residue was partitioned between CHCl3 and saturated aqueous NaHCO3 solution. The organic phase was separated and the aqueous phase was extracted with additional CHCl3 and the combined organic extracts were dried (Na2SO4), filtered, and concentrated. The res... The reactants are C(C1=CC=CC=C1)NC1=NC=C(C2=C1C(=CS2)C2=CC=C(C=C2)C)Br (benzyl-(7-bromo-3-p-tolyl-thieno[3,2-c]pyridin-4-yl)amine), CC1=CC=C(C=C1)B(O)O (4-methylphenylboronic acid), C1(=CC=CC=C1)P(C1=CC=CC=C1)C1=CC=CC=C1 (triphenylphosphine), C([O-])([O-])=O.[Na+].[Na+] (sodium carbonate). Reagents/catalysts: C(C)(=O)[O-].[Pd+2].C(C)(=O)[O-] (palladium (II) acetate). The solvent is COCCOC (DME). Run at temperature 150 celsius. The product is C(C1=CC=CC=C1)NC1=NC=C(C2=C1C(=CS2)C2=CC=C(C=C2)C)C2=CC=C(C=C2)C (Benzyl-(3,7-di-p-tolyl-thieno[3,2-c]pyridine-4-yl)-amine). Isolated yield 53.5%. RXN SMILES: [CH2:1]([NH:8][C:9]1[C:14]2[C:15]([C:18]3[CH:23]=[CH:22][C:21]([CH3:24])=[CH:20][CH:19]=3)=[CH:16][S:17][C:13]=2[C:12](Br)=[CH:11][N:10]=1)[C:2]1[CH:7]=[CH:6][CH:5]=[CH:4][CH:3]=1.[CH3:26][C:27]1[CH:32]=[CH:31][C:30](B(O)O)=[CH:29][CH:28]=1.C1(P(C2C=CC=CC=2)C2C=CC=CC=2)C=CC=CC=1.C(=O)([O-])[O-].[Na+].[Na+]>COCCOC.C([O-])(=O)C.[Pd+2].C([O-])(=O)C>[CH2:1]([NH:8][C:9]1[C:14]2[C:15]([C:18]3[CH:23]=[CH:22][C:21]([CH3:24])=[CH:20][CH:19]=3)=[CH:16][S:17][C:13]=2[C:12]([C:30]2[CH:31]=[CH:32][C:27]([CH3:26])=[CH:28][CH:29]=2)=[CH:11][N:10]=1)[C:2]1[CH:7]=[CH:6][CH:5]=[CH:4][CH:3]=1 |f:3.4.5,7.8.9|. Procedure details: A microwave reaction vessel was charged with benzyl-(7-bromo-3-p-tolyl-thieno[3,2-c]pyridin-4-yl)amine (20.0 mg, 0.0489 mmol), 4-methylphenylboronic acid (6.6 mg, 0.0489 mmol), palladium (II) acetate (1.0 mg, 0.00489 mmol), triphenylphosphine (3.8 mg, 0.0147 mmol) and sodium carbonate (15.5 mg, 0.147 mmol). The reaction was solvated in DME (0.75 ml) and distilled water (0.25 ml), the tube sealed, and set to stir in a Biotage microwave reactor. The reaction was heated at 150° C. for 1 h. At which... Starting materials: C(C)OC1=NCC2=CC=C(C=C12)Cl (1-ethoxy-6-chloro-3H-isoindole), Cl.CN (methylamine hydrochloride). Solvent: C(C)O (ethanol). The product is Cl.ClC1=CC=C2CNC(C2=C1)=NC (6-chloro-1-(methylimino)isoindoline hydrochloride). The yield is 148.4%. RXN SMILES: C(O[C:4]1[C:12]2[C:7](=[CH:8][CH:9]=[C:10]([Cl:13])[CH:11]=2)[CH2:6][N:5]=1)C.Cl.[CH3:15][NH2:16]>C(O)C>[ClH:13].[Cl:13][C:10]1[CH:11]=[C:12]2[C:7]([CH2:6][NH:5][C:4]2=[N:16][CH3:15])=[CH:8][CH:9]=1 |f:1.2,4.5|. Reported procedure: A suspension of 110.5 g of 1-ethoxy-6-chloro-3H-isoindole and 41.9 g of methylamine hydrochloride in 1100 ml of ethanol was heated to boiling under reflux for 4 hours under argon, whereupon it was cooled to 2°, the separated crystals were filtered off under suction and recrystallized from ethanol. There are obtained 91.0g of 6-chloro-1-(methylimino)isoindoline hydrochloride as white crystals with a m.p. of >250°. Yields the product malonate ester, FC=1C(=C2C=3N(C(CO2)C)C=C(C(C3C1)=O)C(=O)OCC)F ((+,-)-ethyl 9,10-difluoro-3-methyl-7-oxo-2,3-dihydro-7H-pyrido[1,2,3-de][1,4]benzoxazine-6-carboxylate). Reported procedure: Hayakawa's method of preparation of Ofloxacin is described in EP 0047005A1 and starts with 2,3,4-trifluoronitrobenzene which is converted to the 2-hydroxy-3,4-difluoronitrobenzene in dimethylsulfoxide in the presence of potassium hydroxide. The yield for this reaction is only 29%. The low yield of this step limits the overall yield of Hayakawa's process. Other patents cite the use of this material in their routes to Ofloxacin; e.g. U.S. Pat. No. 5,136,059 and EP 0333815 A2. The 2-hydroxy-3,4 dif... Starting materials: FC1=C(C2=C(NC(CO2)C)C=C1)F (7,8-difluoro-2,3-dihydro-3-methyl-4H-1,4-benzoxazine), FC1=C(C2=C(NC(CO2)C)C=C1)F (7,8-difluoro-2,3-dihydro-3-methyl-4H-1,4-benzoxazine), OC1=C(C=CC(=C1F)F)[N+](=O)[O-] (2-hydroxy-3,4-difluoronitrobenzene), [OH-].[K+] (potassium hydroxide), C=C(C(=O)OC1OC2=C(NC1C)C(=C(C(=C2F)F)CC)CC)C(=O)[O-] (diethyl-(7,8-difluoro-2,3-dihydro-3-methyl 4H 1,4 benzoxazinyl) methylenemalonate), OC1=C(C=CC(=C1F)F)[N+](=O)[O-] (2-hydroxy-3,4 difluoronitrobenzene), C(C(=O)C)OC1=C(C=CC(=C1F)F)[N+](=O)[O-] (2-acetonyloxy-3,4-difluoronitro-benzene), 0333815 A2, CC1COC2=C3C(=CC(=C2N4CCN(CC4)C)F)C(=O)C(=CN31)C(=O)O (Ofloxacin), FC1=C(C=CC(=C1F)F)[N+](=O)[O-] (2,3,4-trifluoronitrobenzene), CC1COC2=C3C(=CC(=C2N4CCN(CC4)C)F)C(=O)C(=CN31)C(=O)O (Ofloxacin). Reaction SMILES: CC1N2C3C(C(C(C(O)=O)=C2)=O)=CC(F)=C(N2CCN(C)CC2)C=3OC1.FC1C(F)=C(F)C=CC=1[N+]([O-])=O.OC1C(F)=C(F)C=CC=1[N+]([O-])=O.[OH-].[K+].[CH2:53]([O:57][C:58]1[C:63]([F:64])=[C:62]([F:65])[CH:61]=[CH:60][C:59]=1[N+:66]([O-])=O)[C:54]([CH3:56])=O.FC1C=CC2NC(C)COC=2C=1F.[CH2:82]=[C:83]([C:104]([O-])=[O:105])[C:84]([O:86][CH:87]1[CH:92](C)NC2C(CC)=C(CC)C(F)=C(F)C=2O1)=[O:85]>CS(C)=O>[F:65][C:62]1[C:63]([F:64])=[C:58]2[O:57][CH2:53][CH:54]([CH3:56])[N:66]3[CH:82]=[C:83]([C:84]([O:86][CH2:87][CH3:92])=[O:85])[C:104](=[O:105])[C:60]([CH:61]=1)=[C:59]23 |f:3.4|. Solvent: CS(=O)C (dimethylsulfoxide). Reactants: C(C)(C)(C)ON=C1C=C(OC2=CC(=CC=C12)Br)C=1N=CC2=CC=CC=C2C1 (7-bromo-2-isoquinolin-3-yl-chromen-4-one O-tert-butyl oxime), C(#C)C1=CC=NC=C1 (4-ethynylpyridine). Product: C1=NC(=CC2=CC=CC=C12)C=1OC2=CC(=CC=C2C(C1)=NO)C#CC1=CC=NC=C1 (2-isoquinolin-3-yl-7-(pyridin-4-yl)ethynyl-chromen-4-one oxime), oxime. Reaction SMILES: C([O:5][N:6]=[C:7]1[C:16]2[C:11](=[CH:12][C:13](Br)=[CH:14][CH:15]=2)[O:10][C:9]([C:18]2[N:19]=[CH:20][C:21]3[C:26]([CH:27]=2)=[CH:25][CH:24]=[CH:23][CH:22]=3)=[CH:8]1)(C)(C)C.[C:28]([C:30]1[CH:35]=[CH:34][N:33]=[CH:32][CH:31]=1)#[CH:29]>>[CH:20]1[C:21]2[C:26](=[CH:25][CH:24]=[CH:23][CH:22]=2)[CH:27]=[C:18]([C:9]2[O:10][C:11]3[C:16]([C:7](=[N:6][OH:5])[CH:8]=2)=[CH:15][CH:14]=[C:13]([C:29]#[C:28][C:30]2[CH:35]=[CH:34][N:33]=[CH:32][CH:31]=2)[CH:12]=3)[N:19]=1. Reported procedure: 2-isoquinolin-3-yl-7-(pyridin-4-yl)ethynyl-chromen-4-one oxime was prepared in 6% overall yield using the method described in example 24, starting from 7-bromo-2-isoquinolin-3-yl-chromen-4-one O-tert-butyl oxime (example 2B) and 4-ethynylpyridine. The title compound was isolated as a yellow solid and as a 95/5 mixture of Z/E oxime isomers. The reactants are S(=O)(=O)([O-])[O-].[Mg+2] (magnesium sulfate), [H-].[Al+3].[Li+].[H-].[H-].[H-] (lithium aluminium hydride), C1(=CC=C(C=C1)O[C@H](C(=O)OC)C(C)C)C1=CC=CC=C1 ((2S)-2-(biphenyl-4-yloxy)-3-methylbutyric acid, methyl ester), [OH-].[Na+] (sodium hydroxide). Run in C(C)OCC (Diethyl ether), O1CCCC1 (tetrahydrofuran), O (water), O (Water). Reaction conditions: time 8 hour. The product is C1(=CC=C(C=C1)O[C@H](CO)C(C)C)C1=CC=CC=C1 ((2S)-2-(Biphenyl-4-yloxy)-3-methylbutan-1-ol). RXN SMILES: [H-].[Al+3].[Li+].[H-].[H-].[H-].[C:7]1([C:22]2[CH:27]=[CH:26][CH:25]=[CH:24][CH:23]=2)[CH:12]=[CH:11][C:10]([O:13][C@@H:14]([CH:19]([CH3:21])[CH3:20])[C:15](OC)=[O:16])=[CH:9][CH:8]=1.[OH-].[Na+].S([O-])([O-])(=O)=O.[Mg+2]>O1CCCC1.C(OCC)C.O>[C:7]1([C:22]2[CH:23]=[CH:24][CH:25]=[CH:26][CH:27]=2)[CH:12]=[CH:11][C:10]([O:13][C@@H:14]([CH:19]([CH3:21])[CH3:20])[CH2:15][OH:16])=[CH:9][CH:8]=1 |f:0.1.2.3.4.5,7.8,9.10|. Procedure details: A solution of lithium aluminium hydride (1.0M in tetrahydrofuran, 16 ml,) was added dropwise to a stirred (2S)-2-(biphenyl-4-yloxy)-3-methylbutyric acid, methyl ester (4.0 g, Example 8a)) in dry tetrahydrofuran (80 ml) at room temperature and the reaction was left to stir overnight. Water (0.6 ml), then aqueous sodium hydroxide (50%, 0.6 ml) then water (2.4 ml) were cautiously added to the solution at 0° C. Diethyl ether (200 ml) and anhydrous magnesium sulfate (10 g) were added and the solution...